This data is from the Open Reaction Database (ORD), a public repository of structured organic reaction records. The task is: describe an organic reaction: reactants, conditions, products, and yield The reactants are CCN(C(C)C)C(C)C, C1CCOC1, CC(C)I, COC(C(=O)NCc1ccc(C#N)cc1)c1c(F)ccc(N)c1F, CN(C)C=O, O. Product: COC(C(=O)NCc1ccc(C#N)cc1)c1c(F)ccc(NC(C)C)c1F. Reaction SMILES: [CH2:25]([N:26]([CH:27]([CH3:31])[CH3:32])[CH:28]([CH3:29])[CH3:30])[CH3:33].[CH2:43]1[O:44][CH2:45][CH2:46][CH2:47]1.[I:34][CH:35]([CH3:36])[CH3:37].[NH2:1][c:2]1[c:3]([F:24])[c:4]([CH:9]([C:10](=[O:11])[NH:12][CH2:13][c:14]2[cH:15][cH:16][c:17]([C:20]#[N:21])[cH:18][cH:19]2)[O:22][CH3:23])[c:5]([F:8])[cH:6][cH:7]1.[O:38]=[CH:39][N:40]([CH3:41])[CH3:42].[OH2:48]>>[NH:1]([c:2]1[c:3]([F:24])[c:4]([CH:9]([C:10](=[O:11])[NH:12][CH2:13][c:14]2[cH:15][cH:16][c:17]([C:20]#[N:21])[cH:18][cH:19]2)[O:22][CH3:23])[c:5]([F:8])[cH:6][cH:7]1)[CH:28]([CH3:29])[CH3:30]. The reactants are O1C(=CC=C1)C(=O)O (2-furoic acid), S1C2=C(C=C1C=1C=C(C=C3C=NNC13)N)C=CC=C2 (7-benzo[b]thiophen-2-yl-1H-indazol-5-ylamine), CN(C)C=O (DMF), CN1CCOCC1 (N-methylmorpholine), Si dichlorotriazine. The solvent is CC#N (MeCN), CC#N.C(Cl)Cl (MeCN CH2Cl2), CC#N.C(Cl)Cl (MeCN CH2Cl2). Reaction conditions: time 16 hour. Yields the product S1C2=C(C=C1C=1C=C(C=C3C=NNC13)NC(=O)C=1OC=CC1)C=CC=C2 (furan-2-carboxylic acid (7-benzo[b]thiophen-2-yl-1H-indazol-5-yl)-amide). Yield: 4.6%. As a reaction SMILES: CN1CCOCC1.[O:8]1[CH:12]=[CH:11][CH:10]=[C:9]1[C:13]([OH:15])=O.[S:16]1[C:20]([C:21]2[CH:22]=[C:23]([NH2:30])[CH:24]=[C:25]3[C:29]=2[NH:28][N:27]=[CH:26]3)=[CH:19][C:18]2[CH:31]=[CH:32][CH:33]=[CH:34][C:17]1=2.CN(C=O)C>CC#N.C(Cl)Cl.CC#N>[S:16]1[C:20]([C:21]2[CH:22]=[C:23]([NH:30][C:13]([C:9]3[O:8][CH:12]=[CH:11][CH:10]=3)=[O:15])[CH:24]=[C:25]3[C:29]=2[NH:28][N:27]=[CH:26]3)=[CH:19][C:18]2[CH:31]=[CH:32][CH:33]=[CH:34][C:17]1=2 |f:4.5|. Procedure details: In a 20 mL vial, a solution of N-methylmorpholine (0.060 g, 0.60 mmol) in MeCN/CH2Cl2 (1:1, 0.688 mL) was added to Si-dichlorotriazine (SiliCycle, Inc; 0.60 mmol/g, 0.74 g, 0.44 mmol). Then, a solution of 2-furoic acid (0.021 g, 0.19 mmol) in MeCN (0.925 mL) was added and mixed for about 1 min., prior to the addition of a solution of 7-benzo[b]thiophen-2-yl-1H-indazol-5-ylamine (Example #F.8.1, 0.039 g, 0.15 mmol) in MeCN/CH2Cl2 (1:1, 0.688 mL). The reaction mixture was shaken at ambient tempera... The reactants are Nc1cccc(-c2nc(N3CCOCC3)sc2-c2ccnc(Cl)n2)c1F, ClCCl, c1ccncc1, O=S(=O)(Cl)c1ccco1. Yields the product O=S(=O)(Nc1cccc(-c2nc(N3CCOCC3)sc2-c2ccnc(Cl)n2)c1F)c1ccco1. As a reaction SMILES: [Cl:1][c:2]1[n:3][cH:4][cH:5][c:6](-[c:8]2[c:9](-[c:19]3[c:20]([F:26])[c:21]([NH2:22])[cH:23][cH:24][cH:25]3)[n:10][c:11]([N:13]3[CH2:14][CH2:15][O:16][CH2:17][CH2:18]3)[s:12]2)[n:7]1.[Cl:42][CH2:43][Cl:44].[cH:27]1[cH:28][cH:29][n:30][cH:31][cH:32]1.[o:33]1[c:34]([S:38](=[O:39])(=[O:40])[Cl:41])[cH:35][cH:36][cH:37]1>>[Cl:1][c:2]1[n:3][cH:4][cH:5][c:6](-[c:8]2[c:9](-[c:19]3[c:20]([F:26])[c:21]([NH:22][S:38]([c:34]4[o:33][cH:37][cH:36][cH:35]4)(=[O:39])=[O:40])[cH:23][cH:24][cH:25]3)[n:10][c:11]([N:13]3[CH2:14][CH2:15][O:16][CH2:17][CH2:18]3)[s:12]2)[n:7]1. The reactants are CC(=O)Nc1ccc(C23CC2C(=O)NC3=O)cc1, CI, CN(C)C=O, [H-], [Na+]. The product is CC(=O)Nc1ccc(C23CC2C(=O)N(C)C3=O)cc1. As a reaction SMILES: [C:1]([CH3:2])(=[O:3])[NH:4][c:5]1[cH:6][cH:7][c:8]([C:11]23[C:12](=[O:18])[NH:13][C:14](=[O:17])[CH:15]2[CH2:16]3)[cH:9][cH:10]1.[CH3:21][I:22].[CH3:23][N:24]([CH3:25])[CH:26]=[O:27].[H-:19].[Na+:20]>>[C:1]([CH3:2])(=[O:3])[NH:4][c:5]1[cH:6][cH:7][c:8]([C:11]23[C:12](=[O:18])[N:13]([CH3:21])[C:14](=[O:17])[CH:15]2[CH2:16]3)[cH:9][cH:10]1. The reactants are CN(C1(CCC(CC1)=CC(=O)NCCC1=CNC2=CC=CC=C12)C1=NC=CC=C1)C (2-(4-Dimethylamino-4-pyridin-2-ylcyclohexylidene)-N-[2-(1H-indol-3-yl)ethyl]acetamide), Cl[Si](C)(C)C (chlorotrimethylsilane). Solvent: CC(=O)CC (ethyl methyl ketone). Yields the product Cl.CN(C1(CCC(CC1)=CC(=O)NCCC1=CNC2=CC=CC=C12)C1=NC=CC=C1)C (2-(4-Dimethylamino-4-pyridin-2-ylcyclohexylidene)-N-[2-(1H-indol-3-yl)ethyl]acetamide hydrochloride). The yield is 89.0%. As a reaction SMILES: [CH3:1][N:2]([CH3:30])[C:3]1([C:24]2[CH:29]=[CH:28][CH:27]=[CH:26][N:25]=2)[CH2:8][CH2:7][C:6](=[CH:9][C:10]([NH:12][CH2:13][CH2:14][C:15]2[C:23]3[C:18](=[CH:19][CH:20]=[CH:21][CH:22]=3)[NH:17][CH:16]=2)=[O:11])[CH2:5][CH2:4]1.[Cl:31][Si](C)(C)C>CC(CC)=O>[ClH:31].[CH3:30][N:2]([CH3:1])[C:3]1([C:24]2[CH:29]=[CH:28][CH:27]=[CH:26][N:25]=2)[CH2:4][CH2:5][C:6](=[CH:9][C:10]([NH:12][CH2:13][CH2:14][C:15]2[C:23]3[C:18](=[CH:19][CH:20]=[CH:21][CH:22]=3)[NH:17][CH:16]=2)=[O:11])[CH2:7][CH2:8]1 |f:3.4|. Reported procedure: 2-(4-Dimethylamino-4-pyridin-2-ylcyclohexylidene)-N-[2-(1H-indol-3-yl)ethyl]acetamide (210 mg, 0.52 mmol) was dissolved in ethyl methyl ketone (5 ml), and chlorotrimethylsilane (0.19 ml, 1.5 mmol) was added. After 1.5 h the hydrochloride was isolated as a beige-coloured solid with an m.p. of 147-150° C. in a yield of 89% (203 mg).